This data is from the Open Reaction Database (ORD), a public repository of structured organic reaction records. The task is: describe an organic reaction: reactants, conditions, products, and yield Starting materials: C1(=CC=CC=C1)C(C)NC1CCN2C1=NC=1C=CC=CC1C2=O (3-(1-phenyl-ethylamino)-2,3-dihydro-1H-pyrrolo[2,1-b]quinazolin-9-one), C(CC)C1=C(C=CC=C1)N=C=O (2-n-propylphenyl isocyanate). Run in C(Cl)Cl (CH2Cl2). Conditions: time 20 hour. Yields the product O=C1N2C(=NC=3C=CC=CC13)C(CC2)N(C(=O)NC2=C(C=CC=C2)CCC)C(C)C2=CC=CC=C2 (1-(9-Oxo-1,2,3,9-tetrahydro-pyrrolo[2,1-b]quinazolin-3-yl)-1-(1-phenyl-ethyl)-3-(2-n-propyl-phenyl)-urea). The yield is 45.0%. RXN SMILES: [C:1]1([CH:7]([NH:9][CH:10]2[C:14]3=[N:15][C:16]4[CH:17]=[CH:18][CH:19]=[CH:20][C:21]=4[C:22](=[O:23])[N:13]3[CH2:12][CH2:11]2)[CH3:8])[CH:6]=[CH:5][CH:4]=[CH:3][CH:2]=1.[CH2:24]([C:27]1[CH:32]=[CH:31][CH:30]=[CH:29][C:28]=1[N:33]=[C:34]=[O:35])[CH2:25][CH3:26]>C(Cl)Cl>[O:23]=[C:22]1[C:21]2[CH:20]=[CH:19][CH:18]=[CH:17][C:16]=2[N:15]=[C:14]2[CH:10]([N:9]([CH:7]([C:1]3[CH:6]=[CH:5][CH:4]=[CH:3][CH:2]=3)[CH3:8])[C:34]([NH:33][C:28]3[CH:29]=[CH:30][CH:31]=[CH:32][C:27]=3[CH2:24][CH2:25][CH3:26])=[O:35])[CH2:11][CH2:12][N:13]12. Procedure details: To a solution of 3-(1-phenyl-ethylamino)-2,3-dihydro-1H-pyrrolo[2,1-b]quinazolin-9-one (50 mg, 0.163 mmol) in dry CH2Cl2 (1 mL), was added 2-n-propylphenyl isocyanate (26.3 mg, 0.163 mmol). The resulting reaction mixture was stirred at rt under nitrogen for 20 h. The reaction mixture was then concentrated under reduced pressure and the residue was purified by FC (AcOEt/heptane: 7/3) to give the title compound as a white foam (45%). LC-MS (MeCN/H2O: 1/1): Rt=3.00 min. m/z=467 (M+1). The reactants are CC(C)N1CC(C(C#N)(c2ccccc2)c2ccccc2)C1, [Na+], [OH-], O=S(=O)(O)O. Product: CC(C)N1CC(C(C(N)=O)(c2ccccc2)c2ccccc2)C1. Reaction SMILES: [CH:6]([CH3:7])([CH3:8])[N:9]1[CH2:10][CH:11]([C:13]([C:14]#[N:15])([c:16]2[cH:17][cH:18][cH:19][cH:20][cH:21]2)[c:22]2[cH:23][cH:24][cH:25][cH:26][cH:27]2)[CH2:12]1.[Na+:29].[OH-:28].[S:1](=[O:2])(=[O:3])([OH:4])[OH:5]>>[CH:6]([CH3:7])([CH3:8])[N:9]1[CH2:10][CH:11]([C:13]([C:14]([NH2:15])=[O:28])([c:16]2[cH:17][cH:18][cH:19][cH:20][cH:21]2)[c:22]2[cH:23][cH:24][cH:25][cH:26][cH:27]2)[CH2:12]1. Starting materials: NC(CC#C)C1=CC=CC=C1 ((RS)-1-amino-1-phenyl-but-3-yne), CC1(C(OP(OC1)(O)=O)C1=C(C=CC=C1)OC)C ((-)-5,5-dimethyl-2-hydroxy-4-(2-methoxyphenyl)-1,3,2,-dioxaphosphorinane 2-oxide). Solvent: C(C)O (ethanol). Yields the product CC1(C(OP(OC1)(O)=O)C1=C(C=CC=C1)OC)C.N[C@H](CC#C)C1=CC=CC=C1 ((R)-1-amino-1-phenyl-but-3-yne 5,5-dimethyl-2-hydroxy-4-(2-methoxyphenyl)-1,3,2-dioxaphosphorinane 2-oxide). Reaction SMILES: [NH2:1][CH:2]([C:6]1[CH:11]=[CH:10][CH:9]=[CH:8][CH:7]=1)[CH2:3][C:4]#[CH:5].[CH3:12][C:13]1([CH3:29])[CH2:18][O:17][P:16](=[O:20])([OH:19])[O:15][CH:14]1[C:21]1[CH:26]=[CH:25][CH:24]=[CH:23][C:22]=1[O:27][CH3:28]>C(O)C>[CH3:12][C:13]1([CH3:29])[CH2:18][O:17][P:16](=[O:19])([OH:20])[O:15][CH:14]1[C:21]1[CH:26]=[CH:25][CH:24]=[CH:23][C:22]=1[O:27][CH3:28].[NH2:1][C@@H:2]([C:6]1[CH:11]=[CH:10][CH:9]=[CH:8][CH:7]=1)[CH2:3][C:4]#[CH:5] |f:3.4|. Procedure details: Dissolve (RS)-1-amino-1-phenyl-but-3-yne [Zh. Org. Khim. 18(4), 980-983 (1982) A. Mostamandi, L. A. Remizova, A. L. Pavienkova, I. A. Favorskayal] (20.0 g, 138 mmol) and (-)-5,5-dimethyl-2-hydroxy-4-(2-methoxyphenyl)-1,3,2,-dioxaphosphorinane 2-oxide (35.0 g, 129 mmol) in refluxing ethanol (300 mL). Cool the solution to ambient temperature and collect the precipitate by filtration. Rinse the precipitate with a small amount of isopropanol/ethanol (1/1). Two recrystallizations from ethanol gives (... Starting materials: Cl (HCl), OB1OC(C2=C1C=C(C=C2C)O)CC(=O)OCC (ethyl 2-(1,6-dihydroxy-4-methyl-1,3-dihydrobenzo[c][1,2]oxaborol-3-yl)acetate), ClC=1C(=NC=CN1)C#N (3-chloro-pyrazine-2-carbonitrile), C([O-])([O-])=O.[Cs+].[Cs+] (cesium carbonate). The solvent is CN(C)C=O (DMF), O (H2O). Run at temperature 80 celsius. Product: C(C)OC(CC1C2=C(B(O1)O)C=C(C=C2C)OC2=NC=CN=C2C#N)=O ([6-(3-Cyano-pyrazin-2-yloxy)-1-hydroxy-4-methyl-1,3-dihydro-benzo[c][1,2]oxaborol-3-yl]-acetic acid ethyl ester). Yield: 92.0%. Reaction SMILES: [OH:1][B:2]1[C:6]2[CH:7]=[C:8]([OH:12])[CH:9]=[C:10]([CH3:11])[C:5]=2[CH:4]([CH2:13][C:14]([O:16][CH2:17][CH3:18])=[O:15])[O:3]1.Cl[C:20]1[C:21]([C:26]#[N:27])=[N:22][CH:23]=[CH:24][N:25]=1.C(=O)([O-])[O-].[Cs+].[Cs+].Cl>CN(C=O)C.O>[CH2:17]([O:16][C:14](=[O:15])[CH2:13][CH:4]1[O:3][B:2]([OH:1])[C:6]2[CH:7]=[C:8]([O:12][C:20]3[C:21]([C:26]#[N:27])=[N:22][CH:23]=[CH:24][N:25]=3)[CH:9]=[C:10]([CH3:11])[C:5]1=2)[CH3:18] |f:2.3.4|. Procedure: To a solution of ethyl 2-(1,6-dihydroxy-4-methyl-1,3-dihydrobenzo[c][1,2]oxaborol-3-yl)acetate (1.0 g, 4.0 mmol) and 3-chloro-pyrazine-2-carbonitrile (0.84 g, 6.0 mmol) in DMF (24 mL) was added cesium carbonate (2.68 g, 8.8 mmol). The mixture was heated to 80° C. for 2 hrs. The reaction was cooled down, diluted with H2O, acidified to pH 3 with aqueous HCl (1N). The mixture was extracted with ethyl acetate. The organic phase was separated, dried (Na2SO4), and concentrated. The residue was purifie... Procedure details: To a stirred, 0° C mixture of m-xylene 173g (1.63 mole) and anhydrous stannic chloride 78.0g (0.30 mole) which is constantly swept with nitrogen, is added dropwise, 1,2-epoxyhexane, 30.0 g (0.30 mole) in 50 g m-xylene. The exothermic temperature is maintained at 3° C by the rate of addition. After the addition is completed, the reaction which now contains 223 g (2.0 mole) m-xylene is stirred for 30 minutes at 0° C then poured into iced concentrated hydrochloric acid. The aqueous and organic laye... As a reaction SMILES: [O:1]1[CH:3]([CH2:4][CH2:5][CH2:6][CH3:7])[CH2:2]1.Cl.[C:9]1([CH3:16])[CH:14]=[CH:13][CH:12]=[C:11]([CH3:15])[CH:10]=1>>[CH3:16][C:9]1[CH:10]=[C:11]([CH3:15])[CH:12]=[CH:13][C:14]=1[CH:3]([CH2:4][CH2:5][CH2:6][CH3:7])[CH2:2][OH:1]. The product is CC1=C(C=CC(=C1)C)C(CO)CCCC (2 -(2,4-dimethylphenyl)hexan-1-ol). The reactants are C1(=CC(=CC=C1)C)C (m-xylene), C1(=CC(=CC=C1)C)C (m-xylene), O1CC1CCCC (1,2-epoxyhexane), Cl (hydrochloric acid), stannic chloride, C1(=CC(=CC=C1)C)C (m-xylene). Conditions: temperature 3 celsius, time 30 minute. Reactants: CCO, CCN(C(C)C)C(C)C, Clc1ncnc2sccc12, Cl, NO. Yields the product ONc1ncnc2sccc12. Reaction SMILES: [CH3:23][CH2:24][OH:25].[CH:14]([N:15]([CH:16]([CH3:17])[CH3:18])[CH2:19][CH3:20])([CH3:21])[CH3:22].[Cl:1][c:2]1[c:3]2[c:4]([n:5][cH:6][n:7]1)[s:8][cH:9][cH:10]2.[ClH:11].[NH2:12][OH:13]>>[c:2]1([NH:12][OH:13])[c:3]2[c:4]([n:5][cH:6][n:7]1)[s:8][cH:9][cH:10]2. Starting materials: three, CC(C(=O)O[C@@H](C(C)C)OC(=O)ON1C([C@H]([C@@H](C1=O)OC(C1=CC=CC=C1)=O)OC(C1=CC=CC=C1)=O)=O)C ((1R)-1-[((3S,4S)-2,5-Dioxo-3,4-dibenzoyloxypyrrolidinyl)-oxycarbonyloxy]-2-methylpropyl 2-methylpropanoate), NCCCS(=O)O (3-aminopropylsulfinic acid), C1CCOC1 (THF). The solvent is O (water). Run at temperature 19 celsius, time 4 hour. The product is C(C(C)C)(=O)O[C@@H](C(C)C)OC(=O)NCCCS(=O)O (3-{[(1R)-Isobutanoyloxyisobutoxy]carbonylamino}propyl Sulfinic Acid). RXN SMILES: [CH3:1][CH:2]([CH3:39])[C:3]([O:5][C@H:6]([O:10][C:11]([O:13]N1C(=O)[C@@H](OC(=O)C2C=CC=CC=2)[C@H](OC(=O)C2C=CC=CC=2)C1=O)=O)[CH:7]([CH3:9])[CH3:8])=[O:4].[NH2:40][CH2:41][CH2:42][CH2:43][S:44]([OH:46])=[O:45].C1COCC1>O>[C:3]([O:5][C@H:6]([O:10][C:11]([NH:40][CH2:41][CH2:42][CH2:43][S:44]([OH:46])=[O:45])=[O:13])[CH:7]([CH3:8])[CH3:9])(=[O:4])[CH:2]([CH3:1])[CH3:39]. Reported procedure: To a 3 L three necked round bottom flask fitted with a mechanical stirrer, temperature probe, and nitrogen inlet is added compound (25) (100 mmol), 3-aminopropylsulfinic acid (100 mmol), THF (1 L), and water (100 mL). The suspension is stirred under a nitrogen atmosphere at 18-20° C. for 4 h during which time the reaction mixture becomes homogeneous. The THF is removed in vacuo and the reaction mixture is diluted with methyl tert-butyl ether (250 mL) and washed with 1N HCl (1×500 mL) and water (... Reactants: O=C1CCN(CC1)C1=CC=C(C=C1)NC(OCC)=O (ethyl 4-(4-oxo-piperidin-1-yl)-phenylcarbamate), COCC1OC(OC1)=O (4-methoxymethyl-1,3-dioxolan-2-one), C([O-])([O-])=O.[K+].[K+] (potassium carbonate), C(Cl)Cl (methylene chloride). The solvent is O (water). Conditions: temperature 160 celsius. Product: COCC1CN(C(O1)=O)C1=CC=C(C=C1)N1CCC(CC1)=O ((RS)-5-methoxymethyl-3-[4-(4-oxo-piperidin-1-yl)-phenyl]-oxazolidin-2-one). The yield is 8.6%. As a reaction SMILES: [O:1]=[C:2]1[CH2:7][CH2:6][N:5]([C:8]2[CH:13]=[CH:12][C:11]([NH:14]C(=O)OCC)=[CH:10][CH:9]=2)[CH2:4][CH2:3]1.[CH3:20][O:21][CH2:22][CH:23]1[CH2:27]O[C:25](=[O:28])[O:24]1.C(=O)([O-])[O-].[K+].[K+].C(Cl)Cl>O>[CH3:20][O:21][CH2:22][CH:23]1[O:24][C:25](=[O:28])[N:14]([C:11]2[CH:12]=[CH:13][C:8]([N:5]3[CH2:4][CH2:3][C:2](=[O:1])[CH2:7][CH2:6]3)=[CH:9][CH:10]=2)[CH2:27]1 |f:2.3.4|. Procedure details: A mixture of 6.0 g of ethyl 4-(4-oxo-piperidin-1-yl)-phenylcarbamate, 5.0 g of 4-methoxymethyl-1,3-dioxolan-2-one and 0.6 g of potassium carbonate was heated to 160° C. under argon for 3 h. The reaction mixture was cooled, treated with methylene chloride and water and the phases were separated. The organic phase was dried with magnesium sulfate and concentrated. The residue (7.8 g) was chromatographed over silica gel 60 using ethyl acetate as the eluent. There was obtained 0.6 g of (RS)-5-methox...